Dataset: the Open Reaction Database (ORD), a public repository of structured organic reaction records. Task: describe an organic reaction: reactants, conditions, products, and yield The reactants are resultant mixture, C[S-].[Na+] (Sodium thiomethoxide), BrC1CN(CCC1=O)C(=O)OC(C)(C)C (tert-butyl 3-bromo-4-oxopiperidine-1-carboxylate), BrC1CN(CCC1=O)C(=O)OC(C)(C)C (tert-butyl 3-bromo-4-oxopiperidine-1-carboxylate). The solvent is C1CCOC1 (THF). Conditions: time 8 hour. The product is CSC1CN(CCC1=O)C(=O)OC(C)(C)C (tert-Butyl 3-(methylthio)-4-oxopiperidine-1-carboxylate). Yield: 85.1%. Reaction SMILES: [CH3:1][S-:2].[Na+].Br[CH:5]1[C:10](=[O:11])[CH2:9][CH2:8][N:7]([C:12]([O:14][C:15]([CH3:18])([CH3:17])[CH3:16])=[O:13])[CH2:6]1>C1COCC1>[CH3:1][S:2][CH:5]1[C:10](=[O:11])[CH2:9][CH2:8][N:7]([C:12]([O:14][C:15]([CH3:18])([CH3:17])[CH3:16])=[O:13])[CH2:6]1 |f:0.1|. Procedure: Sodium thiomethoxide (805 mg, 11.5 mmol) was added to a solution of tert-butyl 3-bromo-4-oxopiperidine-1-carboxylate (Intermediate 182, 3.20 g, 11.5 mmol) and THF (15 ml) at 0° C. The resultant mixture was allowed to slowly warm to room temperature and stirred overnight. The reaction was quenched with water (15 ml) and diluted with ethyl acetate (150 ml). The organic phase was separated and washed with brine. The combined aqueous phase was back extracted with ethyl acetate (50 ml). The combined ...